This data is from the Open Reaction Database (ORD), a public repository of structured organic reaction records. The task is: describe an organic reaction: reactants, conditions, products, and yield Starting materials: ClC1=CC=C2C(C(=CN(C2=C1)C1=CC=CC=C1)CNC(NC1CCN(CC1)C(=O)OC1=CC=C(C=C1)[N+](=O)[O-])=O)=O (4-nitrophenyl 4-(3-((7-chloro-4-oxo-1-phenyl-1,4-dihydroquinolin-3-yl)methyl)ureido)piperidine-1-carboxylate), C(C)(C)N(C(C)C)CC (N,N-diisopropylethylamine), CS(=O)(=O)C1CCNCC1 (4-(methylsulfonyl)-piperidine). The solvent is CN(C)C=O (DMF). Run at temperature 100 celsius. Product: ClC1=CC=C2C(C(=CN(C2=C1)C1=CC=CC=C1)CNC(=O)NC1CCN(CC1)C(=O)N1CCC(CC1)S(=O)(=O)C)=O (1-(7-chloro-4-oxo-1-phenyl-1,4-dihydro-quinolin-3-ylmethyl)-3-[1-(4-methanesulfonyl-piperidine-1-carbonyl)-piperidin-4-yl]-urea). As a reaction SMILES: [Cl:1][C:2]1[CH:11]=[C:10]2[C:5]([C:6](=[O:41])[C:7]([CH2:18][NH:19][C:20](=[O:40])[NH:21][CH:22]3[CH2:27][CH2:26][N:25]([C:28]([O:30]C4C=CC([N+]([O-])=O)=CC=4)=O)[CH2:24][CH2:23]3)=[CH:8][N:9]2[C:12]2[CH:17]=[CH:16][CH:15]=[CH:14][CH:13]=2)=[CH:4][CH:3]=1.C(N(CC)C(C)C)(C)C.[CH3:51][S:52]([CH:55]1[CH2:60][CH2:59][NH:58][CH2:57][CH2:56]1)(=[O:54])=[O:53]>CN(C=O)C>[Cl:1][C:2]1[CH:11]=[C:10]2[C:5]([C:6](=[O:41])[C:7]([CH2:18][NH:19][C:20]([NH:21][CH:22]3[CH2:27][CH2:26][N:25]([C:28]([N:58]4[CH2:59][CH2:60][CH:55]([S:52]([CH3:51])(=[O:54])=[O:53])[CH2:56][CH2:57]4)=[O:30])[CH2:24][CH2:23]3)=[O:40])=[CH:8][N:9]2[C:12]2[CH:13]=[CH:14][CH:15]=[CH:16][CH:17]=2)=[CH:4][CH:3]=1. Procedure: In a 20 mL round-bottomed flask, 4-nitrophenyl 4-(3-((7-chloro-4-oxo-1-phenyl-1,4-dihydroquinolin-3-yl)methyl)ureido)piperidine-1-carboxylate (0.100 g, 0.174 mmol), N,N-diisopropylethylamine (112 mg, 152 μL, 0.868 mmol) and 4-(methylsulfonyl)-piperidine (28.3 mg, 0.174 mmol) were combined with DMF (5 mL). The reaction mixture was stirred at 100° C. over the weekend. The reaction mixture was concentrated. The crude product was purified by preparative reverse-phase HPLC, giving the product 1-(7-ch... Starting materials: MeOH CHCl3SiO2, Cl.COC=1C=C2CC(NCC2=CC1OC)C(=O)O (1,2,3,4-tetrahydro-6,7-dimethoxy-3-isoquinolinecarboxylic acid, hydrochloride), C(C1=CC=CC=C1)O (benzyl alcohol), Cl (hydrogen chloride). Run in CO (MeOH). Conditions: time 3 day. The product is Cl.COC=1C=C2CC(NCC2=CC1OC)C(=O)OCC1=CC=CC=C1 (1,2,3,4-Tetrahydro-6,7-dimethoxy-3-isoquinolinecarboxylic Acid, Phenylmethyl Ester, Hydrochloride). Reaction SMILES: [ClH:1].[CH3:2][O:3][C:4]1[CH:5]=[C:6]2[C:11](=[CH:12][C:13]=1[O:14][CH3:15])[CH2:10][NH:9][CH:8]([C:16]([OH:18])=[O:17])[CH2:7]2.[CH2:19](O)[C:20]1[CH:25]=[CH:24][CH:23]=[CH:22][CH:21]=1.Cl>CO>[ClH:1].[CH3:2][O:3][C:4]1[CH:5]=[C:6]2[C:11](=[CH:12][C:13]=1[O:14][CH3:15])[CH2:10][NH:9][CH:8]([C:16]([O:18][CH2:19][C:20]1[CH:25]=[CH:24][CH:23]=[CH:22][CH:21]=1)=[O:17])[CH2:7]2 |f:0.1,5.6|. Reported procedure: A mixture of 1,2,3,4-tetrahydro-6,7-dimethoxy-3-isoquinolinecarboxylic acid, hydrochloride (S-form) and 600 ml of benzyl alcohol was saturated with hydrogen chloride gas. The temperature rose to 45° C. The mixture was stirred at room temperature for three days. A relatively small amount of solid was filtered off and the filtrate was treated with ca 2-liters of ether to precipitate crude product; wt 37.5 g; yield, 83%. Purification was effected by treatment with excess saturated sodium bicarbonat... Reactants: CNc1cccc(OC)n1, O=C(Cl)Oc1ccc(Oc2ccc(C(F)(F)F)cn2)cc1. Product: COc1cccc(N(C)C(=O)Oc2ccc(Oc3ccc(C(F)(F)F)cn3)cc2)n1. RXN SMILES: [CH3:22][O:23][c:24]1[n:25][c:26]([NH:30][CH3:31])[cH:27][cH:28][cH:29]1.[Cl:1][C:2](=[O:3])[O:4][c:5]1[cH:6][cH:7][c:8]([O:11][c:12]2[n:13][cH:14][c:15]([C:18]([F:19])([F:20])[F:21])[cH:16][cH:17]2)[cH:9][cH:10]1>>[C:2](=[O:3])([O:4][c:5]1[cH:6][cH:7][c:8]([O:11][c:12]2[n:13][cH:14][c:15]([C:18]([F:19])([F:20])[F:21])[cH:16][cH:17]2)[cH:9][cH:10]1)[N:30]([c:26]1[n:25][c:24]([O:23][CH3:22])[cH:29][cH:28][cH:27]1)[CH3:31]. Starting materials: NC1=CC=C(C=C1)C1=C(C#N)C(=CN=C1)Cl (3-(4-Amino-phenyl)-5-chloro-isonicotinonitrile), CNN (methylhydrazine), C(CCC)O (n-butanol), 300W. Product: NC1=CC=C(C=C1)C1=C2C(=CN=C1)N(N=C2N)C (4-(4-Amino-phenyl)-1-methyl-1H-pyrazolo[3,4-c]pyridin-3-ylamine). RXN SMILES: [NH2:1][C:2]1[CH:7]=[CH:6][C:5]([C:8]2[CH:15]=[N:14][CH:13]=C(Cl)[C:9]=2[C:10]#[N:11])=[CH:4][CH:3]=1.[CH3:17][NH:18][NH2:19].[CH2:20](O)CCC>>[NH2:1][C:2]1[CH:3]=[CH:4][C:5]([C:8]2[CH:15]=[N:14][CH:13]=[C:17]3[N:18]([CH3:20])[N:19]=[C:10]([NH2:11])[C:9]=23)=[CH:6][CH:7]=1. Reported procedure: The product from Example 1C (150 mg, 0.65 mmol) and methylhydrazine (0.35 mL) in n-butanol (2 mL) was heated in a sealed vial at 190° C. for 30 minutes with stirring in a Smith Synthesizer microwave oven (at 300W). The reaction mixture was allowed to cool to room temperature and partitioned between water and ethyl acetate. The organic extract was dried (Na2SO4), filtered, and the filtrate was concentrated to provide 0.08 g of the title compound. MS (ESI(+)) m/e 240 (M+H)+. The reactants are COC(=O)Cn1cc(-c2cc(NCCc3c(F)cccc3Cl)nc(OC)n2)ccc1=O, CO, ClCCl, NN, O. Yields the product COc1nc(NCCc2c(F)cccc2Cl)cc(-c2ccc(=O)n(CC(=O)NN)c2)n1. As a reaction SMILES: [CH3:1][O:2][C:3]([CH2:4][n:5]1[c:6](=[O:30])[cH:7][cH:8][c:9](-[c:11]2[n:12][c:13]([O:28][CH3:29])[n:14][c:15]([NH:17][CH2:18][CH2:19][c:20]3[c:21]([Cl:27])[cH:22][cH:23][cH:24][c:25]3[F:26])[cH:16]2)[cH:10]1)=[O:31].[CH3:35][OH:36].[Cl:37][CH2:38][Cl:39].[NH2:33][NH2:34].[OH2:32]>>[O:2]=[C:3]([CH2:4][n:5]1[c:6](=[O:30])[cH:7][cH:8][c:9](-[c:11]2[n:12][c:13]([O:28][CH3:29])[n:14][c:15]([NH:17][CH2:18][CH2:19][c:20]3[c:21]([Cl:27])[cH:22][cH:23][cH:24][c:25]3[F:26])[cH:16]2)[cH:10]1)[NH:33][NH2:34]. RXN SMILES: [CH3:23][C:24](=[O:25])[CH3:26].[ClH:22].[O:1]1[CH2:3][CH2:2][O:4][C:5]12[CH2:6][CH2:7][CH:8]([n:11]1[n:12][c:13]([CH:19]([CH3:20])[CH3:21])[cH:14][c:15]1[CH:16]([CH3:17])[CH3:18])[CH2:9][CH2:10]2>>[O:4]=[C:5]1[CH2:6][CH2:7][CH:8]([n:11]2[n:12][c:13]([CH:19]([CH3:20])[CH3:21])[cH:14][c:15]2[CH:16]([CH3:17])[CH3:18])[CH2:9][CH2:10]1. The product is CC(C)c1cc(C(C)C)n(C2CCC(=O)CC2)n1. The reactants are CC(C)=O, Cl, CC(C)c1cc(C(C)C)n(C2CCC3(CC2)OCCO3)n1. Reactants: C[C@@H]1CC[C@H]2[C@H](C(=O)O[C@H]3[C@@]24[C@H]1CC[C@@](O3)(OO4)C)C (artemisinin), [BH4-].[Na+] (Sodium borohydride), C[C@@H]1CC[C@H]2[C@H](C(=O)O[C@H]3[C@@]24[C@H]1CC[C@@](O3)(OO4)C)C (artemisinin), C[C@@H]1CC[C@H]2[C@H]([C@H](O[C@H]3[C@@]24[C@H]1CCC(O3)(OO4)C)O)C (dihydroartemisinin), C1(CCC(=O)O1)=O (succinic anhydride). Run in O1CCCC1 (tetrahydrofuran), O1CCOCC1 (1,4-dioxan), O (water). Conditions: time 1.25 hour. Yields the product C[C@@H]1CC[C@H]2[C@H]([C@@H](O[C@H]3[C@@]24[C@H]1CC[C@](O3)(OO4)C)OC(=O)CCC(=O)O)C (artesunic acid). Reaction SMILES: [CH3:1][C@H:2]1[C@@H:12]2[CH2:13][CH2:14][C@:15]3([CH3:19])[O:17][O:18][C@:11]42[C@H:5]([C@@H:6]([CH3:20])[C:7]([O:9][C@@H:10]4[O:16]3)=[O:8])[CH2:4][CH2:3]1.[BH4-].[Na+].C[C@H]1[C@@H]2CCC3(C)O[O:39][C@:32]42[C@H:27]([C@@H:28](C)[C@@H:29]([OH:41])[O:30][C@@H]4O3)CC1.C1(=O)OC(=O)CC1>O1CCOCC1.O.O1CCCC1>[CH3:1][C@H:2]1[C@@H:12]2[CH2:13][CH2:14][C@@:15]3([CH3:19])[O:17][O:18][C@:11]42[C@H:5]([C@@H:6]([CH3:20])[C@H:7]([O:8][C:32]([CH2:27][CH2:28][C:29]([OH:41])=[O:30])=[O:39])[O:9][C@@H:10]4[O:16]3)[CH2:4][CH2:3]1 |f:1.2|. Procedure details: In the process of the present invention, artemisinin and the catalyst, polyhydroxy compound or cation exchange resin were stirred in 1,4-dioxan or tetrahydrofuran for 5 minutes. Sodium borohydride was added slowly at room temperature (20-35° C.) and the reaction mixture was stirred for about 0.5-2 hours at room temperature. After completion of the reduction of artemisinin, without workup or the isolation of the dihydroartemisinin, succinic anhydride was added in the presence of a base at room te... Starting materials: CCOC(=O)c1cnn(C)c1-n1cccn1, CO, [Li+], [OH-], O. Yields the product Cn1ncc(C(=O)O)c1-n1cccn1. Reaction SMILES: [CH2:1]([CH3:2])[O:3][C:4](=[O:5])[c:6]1[c:7](-[n:12]2[n:13][cH:14][cH:15][cH:16]2)[n:8]([CH3:11])[n:9][cH:10]1.[CH3:19][OH:20].[Li+:18].[OH-:17].[OH2:21]>>[O:3]=[C:4]([OH:5])[c:6]1[c:7](-[n:12]2[n:13][cH:14][cH:15][cH:16]2)[n:8]([CH3:11])[n:9][cH:10]1. The reactants are CCOC(C)=O, O=C(Cl)Cl, Cc1ccc2sc(N)nc2c1. Product: Cc1ccc2sc(N=C=O)nc2c1. RXN SMILES: [CH3:16][CH2:17][O:18][C:19](=[O:20])[CH3:21].[Cl:1][C:2]([Cl:3])=[O:4].[NH2:5][c:6]1[s:7][c:8]2[c:9]([n:10]1)[cH:11][c:12]([CH3:15])[cH:13][cH:14]2>>[C:2](=[O:4])=[N:5][c:6]1[s:7][c:8]2[c:9]([n:10]1)[cH:11][c:12]([CH3:15])[cH:13][cH:14]2.